Dataset: the Open Reaction Database (ORD), a public repository of structured organic reaction records. Task: describe an organic reaction: reactants, conditions, products, and yield Starting materials: ClC1=[N+](C=CC(=C1)OC)[O-] (2-Chloro-4-methoxypyridine-1-oxide), [OH-].[Na+] (NaOH), Cl (HCl). Yields the product ON1C(C=C(C=C1)OC)=O (1-hydroxy-4-methoxypyrid-2-one). Procedure: 2-Chloro-4-methoxypyridine-1-oxide (3.3 g) is dissolved in 10% w/v aqueous NaOH (33 ml) and the mixture is heated on a steam bath for 3.5 hours when it is cooled and acidified with concentrated HCl to a pH of 2.5 to yield white crystals. Recrystallisation of these from water gives 1-hydroxy-4-methoxypyrid-2-one (0.75 g, 20%), m.p. 174°-175° C., δ(D2O) 5.9 (s, 1H), 6.00 (q, 1H), 7.5 (d, 1H). Reaction SMILES: Cl[C:2]1[CH:7]=[C:6]([O:8][CH3:9])[CH:5]=[CH:4][N+:3]=1[O-:10].[OH-:11].[Na+].Cl>>[OH:10][N:3]1[CH:4]=[CH:5][C:6]([O:8][CH3:9])=[CH:7][C:2]1=[O:11] |f:1.2|. Yield: 20.0%. Starting materials: C1(=CC=CC=C1)/C(=C(\C(F)(F)F)/C1=CC=CC=C1)/C1=CC=C(C=C1)O ((E)-1,2-diphenyl-3,3,3-trifluoro-1-(4-hydroxyphenyl)-propene), [H-].[Na+] (sodium hydride), ClCCN1CCCC1 (2-chloroethyl-pyrrolidine). Run in C=1(C(=CC=CC1)C)C (xylene). Yields the product C1(=CC=CC=C1)/C(=C(\C(F)(F)F)/C1=CC=CC=C1)/C1=CC=C(C=C1)OCCN1CCCC1 ((E)-1,2-diphenyl-3,3,3-trifluoro-1-[4-(2-pyrrolidinoethoxy)-phenyl]-propen). Isolated yield 61.4%. As a reaction SMILES: [C:1]1(/[C:7](/[C:19]2[CH:24]=[CH:23][C:22]([OH:25])=[CH:21][CH:20]=2)=[C:8](/[C:13]2[CH:18]=[CH:17][CH:16]=[CH:15][CH:14]=2)\[C:9]([F:12])([F:11])[F:10])[CH:6]=[CH:5][CH:4]=[CH:3][CH:2]=1.[H-].[Na+].Cl[CH2:29][CH2:30][N:31]1[CH2:35][CH2:34][CH2:33][CH2:32]1>C1(C)C(C)=CC=CC=1>[C:1]1(/[C:7](/[C:19]2[CH:24]=[CH:23][C:22]([O:25][CH2:29][CH2:30][N:31]3[CH2:35][CH2:34][CH2:33][CH2:32]3)=[CH:21][CH:20]=2)=[C:8](/[C:13]2[CH:18]=[CH:17][CH:16]=[CH:15][CH:14]=2)\[C:9]([F:12])([F:11])[F:10])[CH:2]=[CH:3][CH:4]=[CH:5][CH:6]=1 |f:1.2|. Reported procedure: 2.72 g (8 mmoles) of (E)-1,2-diphenyl-3,3,3-trifluoro-1-(4-hydroxyphenyl)-propene, prepared as described in Example 26, are reacted in xylene with sodium hydride and then with 2-chloroethyl-pyrrolidine as described in Example 26. The product is crystallized from hexane. 2.15 g (61.4%) of the desired compound are obtained; m.p.: 84.5°-86° C.